This data is from the Open Reaction Database (ORD), a public repository of structured organic reaction records. The task is: describe an organic reaction: reactants, conditions, products, and yield Starting materials: C(N)(=O)[C@H]1N2[C@@H](SC1)C[C@H](C2=O)NC(OC(C)(C)C)=O (tert-Butyl (3R,6R,7aS)-(3-carbamoyl-5-oxohexahydropyrrolo[2,1-b]thiazol-6-yl)-carbamate), C(C)(C)(C)OC(=O)N[C@@H]1C[C@H]2SC[C@H](N2C1=O)C(=O)OC (Methyl (3R, 6R, 7aR)-6-tert-butoxycarbonylamino-5-oxohexahydropyrrolo[2,1-b]thiazole-3-carboxylate). Product: C(N)(=O)[C@H]1N2[C@H](SC1)C[C@H](C2=O)NC(OC(C)(C)C)=O (tert-Butyl (3R,6R,7aR)-(3-carbamoyl-5-oxohexahydropyrrolo[2,1-b]thiazol-6-yl)-carbamate). As a reaction SMILES: [C:1]([C@@H:4]1[CH2:8][S:7][C@H:6]2[CH2:9][C@@H:10]([NH:13][C:14](=[O:20])[O:15][C:16]([CH3:19])([CH3:18])[CH3:17])[C:11](=[O:12])[N:5]12)(=[O:3])[NH2:2].C(OC(N[C@H]1C(=O)N2[C@H](SC[C@H]2C(OC)=O)C1)=O)(C)(C)C>>[C:1]([C@@H:4]1[CH2:8][S:7][C@@H:6]2[CH2:9][C@@H:10]([NH:13][C:14](=[O:20])[O:15][C:16]([CH3:18])([CH3:17])[CH3:19])[C:11](=[O:12])[N:5]12)(=[O:3])[NH2:2]. Procedure details: was obtained in analogy to the synthesis of 2e) starting from 540 mg of methyl (3R,6R,8R)-6-tert-butoxycarbonylamino-5-oxohexahydropyrrolo[2,1-b]thiazole-3-carboxylate (2d). Reactants: NCC(C(=O)O)C (β-amino-isobutyric acid), C(C1=CC=CC=C1)OC(=O)Cl (benzyloxycarbonyl chloride). The solvent is N1=CC=CC=C1 (pyridine), O (water). Reaction conditions: temperature 0 celsius. Yields the product C(=O)(OCC1=CC=CC=C1)NCC(C(=O)O)C (N-carbobenzyloxy-β-amino-isobutyric acid). Reaction SMILES: [NH2:1][CH2:2][CH:3]([CH3:7])[C:4]([OH:6])=[O:5].[CH2:8]([O:15][C:16](Cl)=[O:17])[C:9]1[CH:14]=[CH:13][CH:12]=[CH:11][CH:10]=1>N1C=CC=CC=1.O>[C:16]([NH:1][CH2:2][CH:3]([CH3:7])[C:4]([OH:6])=[O:5])([O:15][CH2:8][C:9]1[CH:14]=[CH:13][CH:12]=[CH:11][CH:10]=1)=[O:17]. Procedure: In a mixture of 10 ml of pyridine and 10 ml of water was dissolved 500 mg of β-amino-isobutyric acid, and 1.5 ml of benzyloxycarbonyl chloride was dropped thereinto with stirring at 0° C. After completion of the dropping, the resulting mixture was stirred at room temperature for 3 hours, after which the pyridine was removed under reduced pressure. Then, hydrochloric acid was added to the residue, and the resulting mixture was extracted with ethyl acetate. The ethyl acetate layer obtained was was...